This data is from the Open Reaction Database (ORD), a public repository of structured organic reaction records. The task is: describe an organic reaction: reactants, conditions, products, and yield Starting materials: CC=1NC(=C(N(C1C(=O)OC)C1=CC(=CC=C1)N=C=S)C(=O)OC)C (1,4-Dihydro-2,6-dimethyl-4-(3-isothiocyanatophenyl)-3,5-pyrazinedicarboxylic acid, dimethyl ester), COC=1C=C(C=CC1)C1CCN(CC1)CCCN (4-(3-methoxyphenyl)-piperidine-1-propanamine). The solvent is C1=CC=CC=C1 (benzene). The product is COC=1C=C(C=CC1)C1CCN(CC1)CCCNC(=S)NC=1C=C(C=CC1)N1C(=C(NC(=C1C(=O)OC)C)C)C(=O)OC (4-[3-[[[[3-[4-(3-Methoxyphenyl)-1-piperidinyl]propyl]-amino]carbonothioyl]amino]phenyl]-1,4-dihydro-2,6-dimethyl-3,5-pyrazinedicarboxylic acid, dimethyl ester). Isolated yield 94.8%. As a reaction SMILES: [CH3:1][C:2]1[NH:3][C:4]([CH3:25])=[C:5]([C:21]([O:23][CH3:24])=[O:22])[N:6]([C:12]2[CH:17]=[CH:16][CH:15]=[C:14]([N:18]=[C:19]=[S:20])[CH:13]=2)[C:7]=1[C:8]([O:10][CH3:11])=[O:9].[CH3:26][O:27][C:28]1[CH:29]=[C:30]([CH:34]2[CH2:39][CH2:38][N:37]([CH2:40][CH2:41][CH2:42][NH2:43])[CH2:36][CH2:35]2)[CH:31]=[CH:32][CH:33]=1>C1C=CC=CC=1>[CH3:26][O:27][C:28]1[CH:29]=[C:30]([CH:34]2[CH2:39][CH2:38][N:37]([CH2:40][CH2:41][CH2:42][NH:43][C:19]([NH:18][C:14]3[CH:13]=[C:12]([N:6]4[C:7]([C:8]([O:10][CH3:11])=[O:9])=[C:2]([CH3:1])[NH:3][C:4]([CH3:25])=[C:5]4[C:21]([O:23][CH3:24])=[O:22])[CH:17]=[CH:16][CH:15]=3)=[S:20])[CH2:36][CH2:35]2)[CH:31]=[CH:32][CH:33]=1. Procedure: 1,4-Dihydro-2,6-dimethyl-4-(3-isothiocyanatophenyl)-3,5-pyrazinedicarboxylic acid, dimethyl ester (500 mg, 1.4 mmol) was refluxed with 4-(3-methoxyphenyl)-piperidine-1-propanamine (380 mg, 1.5 mmol) in 8 mL of benzene for 2 hours. Chromatographic purification (on silica gel, 100% methylene chloride first, followed by 10% (v/v) methanol in methylene chloride) of the residue after concentration in vacuo gave the title compound as a yellow foam (807 mg, 95%); 1H-NMR (CDCl3) δ 7.61 (br, 1H), 7.20 (t... Starting materials: CCO, [H][H], CCCCC(CC)C(O)C=CC1CCC(O)C1CCCCCCC(=O)O. Product: CCCCC(CC)C(O)CCC1CCC(O)C1CCCCCCC(=O)O. As a reaction SMILES: [CH3:29][CH2:30][OH:31].[H:27][H:28].[OH:1][CH:2]1[CH:3]([CH2:18][CH2:19][CH2:20][CH2:21][CH2:22][CH2:23][C:24](=[O:25])[OH:26])[CH:4]([CH:7]=[CH:8][CH:9]([CH:10]([CH2:11][CH2:12][CH2:13][CH3:14])[CH2:15][CH3:16])[OH:17])[CH2:5][CH2:6]1>>[OH:1][CH:2]1[CH:3]([CH2:18][CH2:19][CH2:20][CH2:21][CH2:22][CH2:23][C:24](=[O:25])[OH:26])[CH:4]([CH2:7][CH2:8][CH:9]([CH:10]([CH2:11][CH2:12][CH2:13][CH3:14])[CH2:15][CH3:16])[OH:17])[CH2:5][CH2:6]1. Reactants: CC(C)(C)OC(=O)N1CC(Oc2nccnc2Cl)C1, ClCCl, Cl, C1COCCO1. Yields the product Clc1nccnc1OC1CNC1. RXN SMILES: [Cl:1][c:2]1[c:3]([O:8][CH:9]2[CH2:10][N:11]([C:13]([O:14][C:15]([CH3:16])([CH3:17])[CH3:18])=[O:19])[CH2:12]2)[n:4][cH:5][cH:6][n:7]1.[Cl:27][CH2:28][Cl:29].[ClH:20].[O:21]1[CH2:22][CH2:23][O:24][CH2:25][CH2:26]1>>[Cl:1][c:2]1[c:3]([O:8][CH:9]2[CH2:10][NH:11][CH2:12]2)[n:4][cH:5][cH:6][n:7]1.